From a dataset of the Open Reaction Database (ORD), a public repository of structured organic reaction records. describe an organic reaction: reactants, conditions, products, and yield The reactants are [BH4-].[Na+] (Sodium borohydride), O1CCC2=C1C=CC=C2 (2,3-dihydrobenzofuran), O (water). The solvent is C(C)O (ethanol). Reaction conditions: time 1.5 hour. Yields the product OC(C(C)C)C=1C=CC2=C(CCO2)C1 (2,3-dihydro-5-(1-hydroxy-2-methyl-1-propyl)benzofuran). Yield: 95.2%. Reaction SMILES: [BH4-].[Na+].[O:3]1[C:7]2[CH:8]=[CH:9][CH:10]=[CH:11][C:6]=2[CH2:5][CH2:4]1.[OH2:12]>C(O)C>[OH:12][CH:5]([C:10]1[CH:9]=[CH:8][C:7]2[O:3][CH2:4][CH2:5][C:6]=2[CH:11]=1)[CH:6]([CH3:11])[CH3:7] |f:0.1|. Reported procedure: Sodium borohydride (1.11 g, 0.029 mol) was added portionwise to a stirred solution of 2,3-dihydrobenzofuran (5.46 g, 0.029 mol) in ethanol (20 cm3) over 0.5 hr. with cooling. The mixture was then stirred at 50°-70° C. for 1.5 hr., cooled, water was added and the mixture was extracted with dichloromethane. The extract was washed with water, dried (Na2SO4), filtered and the solvent was removed. The residue was subjected to column chromatography on silica using toluene as the eluant. The appropriat... The yield is 29.0%. Procedure: 3,4-Dimethoxyphenethyl alcohol (3.64 g; 20 mmol) was added to a stirred suspension of 1,1′-carbonyldiimidazole (3.24 g; 20 mmol) in THF (20 mL), and the mixture was refluxed for 12 h. A solution of 3-benzyl-3,7-diazabicyclo[3.3.1]nonane (4.33 g; 20 mmol; see Example E above) in THF (20 mL) was added and the reaction mixture was refluxed overnight. The solvent was removed and the residue dissolved in H2SO4 (2M; 25 mL) and extracted with diethyl ether. NaOH (3.5 mL; 5M) was added and the aqueous p... Run in C1CCOC1 (THF), C1CCOC1 (THF). As a reaction SMILES: [CH3:1][O:2][C:3]1[CH:4]=[C:5]([CH:9]=[CH:10][C:11]=1[O:12][CH3:13])[CH2:6][CH2:7][OH:8].[C:14]([N:21]1[CH:25]=[CH:24]N=[CH:22]1)(N1C=CN=C1)=[O:15].[CH2:26]([N:33]1[CH2:40]C2C[CH:35]([CH2:36]NC2)[CH2:34]1)[C:27]1[CH:32]=[CH:31][CH:30]=[CH:29][CH:28]=1>C1COCC1>[CH2:26]([N:33]1[CH2:34][CH:35]2[CH2:36][CH:24]([CH2:25][N:21]([C:14]([O:8][CH2:7][CH2:6][C:5]3[CH:9]=[CH:10][C:11]([O:12][CH3:13])=[C:3]([O:2][CH3:1])[CH:4]=3)=[O:15])[CH2:22]2)[CH2:40]1)[C:27]1[CH:32]=[CH:31][CH:30]=[CH:29][CH:28]=1. The reactants are COC=1C=C(CCO)C=CC1OC (3,4-Dimethoxyphenethyl alcohol), C(=O)(N1C=NC=C1)N1C=NC=C1 (1,1′-carbonyldiimidazole), C(C1=CC=CC=C1)N1CC2CNCC(C1)C2 (3-Benzyl-3,7-diazabicyclo[3.3.1]nonane). Yields the product C(C1=CC=CC=C1)N1CC2CN(CC(C1)C2)C(=O)OCCC2=CC(=C(C=C2)OC)OC (3,4-Dimethoxyphenethyl 7-benzyl-3,7-diazabicyclo[3.3.1]nonane-3-carboxylate). Starting materials: OC1=CC=C(C(=O)O)C=C1 (4-hydroxybenzoic acid), Cl[O-].[Na+] (sodium hypochlorite), OS(=O)(=O)O (H2SO4), [OH-].[Na+] (sodium hydroxide), [I-].[Na+] (sodium iodide). Solvent: O (water). Run at time 13 hour. Product: OC1=C(C=C(C(=O)O)C=C1)I (4-Hydroxy-3-iodobenzoic Acid). Reaction SMILES: [OH:1][C:2]1[CH:10]=[CH:9][C:5]([C:6]([OH:8])=[O:7])=[CH:4][CH:3]=1.[OH-].[Na+].[I-:13].[Na+].Cl[O-].[Na+].OS(O)(=O)=O>O>[OH:1][C:2]1[CH:10]=[CH:9][C:5]([C:6]([OH:8])=[O:7])=[CH:4][C:3]=1[I:13] |f:1.2,3.4,5.6|. Procedure: 30 g of 4-hydroxybenzoic acid are placed in 780 ml of water containing 18 g of sodium hydroxide, 49.5 g of sodium iodide are added, 675 ml of 3.5% sodium hypochlorite solution are run in slowly and the mixture is left with stirring at AT for 13 hours. 60 ml of concentrated H2SO4 are added and then, after cooling, the precipitate formed is filtered off and washed with water. This gives 32.46 g of the expected compound, m.p.=163° C. Reactants: [N-](C#N)C#N.[Na+] (sodium dicyanamide), ice water, Cl (HCl), CNC(C)=O (N-methylacetamide), P(=O)(Cl)(Cl)Cl (phosphorus oxychloride). The solvent is C1(=CC=CC=C1)C (toluene). Reaction conditions: time 15 minute. Product: ClC1=NC(=NC(=N1)Cl)C (2,4-dichloro-6-methyl-1,3,5-triazine). Isolated yield 56.5%. As a reaction SMILES: [N-:1](C#N)[C:2]#[N:3].[Na+].[ClH:7].[CH3:8][NH:9][C:10](=O)[CH3:11].P(Cl)(Cl)([Cl:15])=O>C1(C)C=CC=CC=1>[Cl:7][C:8]1[N:3]=[C:2]([Cl:15])[N:1]=[C:10]([CH3:11])[N:9]=1 |f:0.1|. Procedure: In a 500 ml flask equipped with a mechanical stirrer, a reflux condenser, a thermometer and a gas inlet was placed 25 g of sodium dicyanamide and 250 ml of toluene. At 25°-35° C., 31 g of HCl gas was introduced. The white slurry was stirred for an additional 15 minutes at room temperature. Then, 21 g of N-methylacetamide and 43.5 g of phosphorus oxychloride were charged. After stirring for 5 minutes, the reaction mixture was heated to 85° C. for 1.5 hours and then to 110° C. for an hour. It was ... RXN SMILES: [CH3:25][C:26](=[O:27])[O:28][C:29](=[O:30])[CH3:31].[Cl:38][CH2:39][Cl:40].[NH2:1][CH2:2][CH2:3][CH:4]1[CH2:5][CH2:6][CH:7]([c:10]2[cH:11][cH:12][c:13]([N:16]3[C:17](=[O:24])[O:18][CH:19]([CH2:21][O:22][CH3:23])[CH2:20]3)[cH:14][cH:15]2)[CH2:8][CH2:9]1.[cH:32]1[cH:33][cH:34][n:35][cH:36][cH:37]1>>[NH:1]([CH2:2][CH2:3][CH:4]1[CH2:5][CH2:6][CH:7]([c:10]2[cH:11][cH:12][c:13]([N:16]3[C:17](=[O:24])[O:18][CH:19]([CH2:21][O:22][CH3:23])[CH2:20]3)[cH:14][cH:15]2)[CH2:8][CH2:9]1)[C:26]([CH3:25])=[O:27]. Reactants: CC(=O)OC(C)=O, ClCCl, COCC1CN(c2ccc(C3CCC(CCN)CC3)cc2)C(=O)O1, c1ccncc1. Product: COCC1CN(c2ccc(C3CCC(CCNC(C)=O)CC3)cc2)C(=O)O1. Reaction conditions: temperature 4 celsius, time 30 minute. Run in CN(C=O)C (dimethylformamide). Reactants: C(C)C(C(=O)OC(C)(C)C)(P(=O)=O)CC (tert-butyl diethylphosphoacetate), [H-].[Na+] (sodium hydride), [H-].[Na+] (sodium hydride), O=C1CCC(CC1)C1=CC=C(C(=O)OCC)C=C1 (ethyl 4-(4-oxo-cyclohexyl)benzoate). RXN SMILES: C([C:3]([CH2:14][CH3:15])(P(=O)=O)[C:4]([O:6][C:7]([CH3:10])([CH3:9])[CH3:8])=[O:5])C.[H-].[Na+].O=C1C[CH2:23][CH:22]([C:25]2[CH:35]=[CH:34][C:28]([C:29]([O:31][CH2:32][CH3:33])=[O:30])=[CH:27][CH:26]=2)[CH2:21][CH2:20]1>CN(C)C=O>[C:7]([O:6][C:4]([CH:3]=[C:14]1[CH2:15][CH2:23][CH:22]([C:25]2[CH:26]=[CH:27][C:28]([C:29]([O:31][CH2:32][CH3:33])=[O:30])=[CH:34][CH:35]=2)[CH2:21][CH2:20]1)=[O:5])([CH3:8])([CH3:9])[CH3:10] |f:1.2|. Reported procedure: 5.63 g of tert-butyl diethylphosphoacetate (20.3 mmol, 1 eq.) are placed in 20 mL of dimethylformamide with stirring. The solution is cooled to a temperature of 4° C. by placing it in an ice bath, and 0.536 g of sodium hydride (22.33 mmol, 1.1 eq.) is then added portionwise. After 30 minutes, 5 g of ethyl 4-(4-oxo-cyclohexyl)benzoate (20.3 mmol, 1 eq.) are added and the ice bath is removed. After stirring for 1 hour, the flask is placed in an ice bath to cool the reaction medium to a temperature... Yield: 72.1%. Product: C(C)(C)(C)OC(=O)C=C1CCC(CC1)C1=CC=C(C(=O)OCC)C=C1 (ethyl 4-(4-tert-butoxycarbonylmethylenecyclohexyl)benzoate). The reactants are CCC(=O)C1=CC=C(C=C1)OCC2=CC=CC=C2 (4-benzyloxy-propiophenone), Grignard reactant, O1CCCC1 (tetrahydrofurane), [Mg] (magnesium), FC(C=1C=C(C=CC1)Br)(F)F (3-trifluoromethyl-bromobenzene), O1CCCC1 (tetrahydrofurane). The solvent is C(C)(=O)O (acetic acid). Yields the product FC(C=1C=C(C=CC1)C(CC)(O)C1=CC=C(C=C1)OCC1=CC=CC=C1)(F)F (1-(3-Trifluoromethylphenyl)-1-(4-benzyloxyphenyl)-propan-1-ol). Reaction SMILES: [Mg].[F:2][C:3]([F:12])([F:11])[C:4]1[CH:5]=[C:6](Br)[CH:7]=[CH:8][CH:9]=1.O1CCCC1.[CH3:18][CH2:19][C:20]([C:22]1[CH:27]=[CH:26][C:25]([O:28][CH2:29][C:30]2[CH:35]=[CH:34][CH:33]=[CH:32][CH:31]=2)=[CH:24][CH:23]=1)=[O:21]>C(O)(=O)C>[F:2][C:3]([F:12])([F:11])[C:4]1[CH:5]=[C:6]([C:20]([C:22]2[CH:27]=[CH:26][C:25]([O:28][CH2:29][C:30]3[CH:35]=[CH:34][CH:33]=[CH:32][CH:31]=3)=[CH:24][CH:23]=2)([OH:21])[CH2:19][CH3:18])[CH:7]=[CH:8][CH:9]=1. Reported procedure: To a Grignard reactant prepared from 1.46 g. of magnesium turnings and 13.5 g. of 3-trifluoromethyl-bromobenzene in 34 ml. of dry tetrahydrofurane a solution of 9.61 g. of 4-benzyloxy-propiophenone in 50 ml. of dry tetrahydrofurane is added dropwise, under moderate reflux. The reaction mixture is slightly boiled for a further hour. The progress of the reaction can be monitored by thin layer chromatography. After termination of the reaction the reaction mixture is cooled and poured onto a mixture... Starting materials: CN1N(C(C(=C1C)N=O)=O)C1=CC=CC=C1 (1,5-dimethyl-4-nitroso-2-phenyl-1,2-dihydro-3H-pyrazol-3-one), Cl(=O)(=O)(=O)[O-].[Na+] (Sodium perchlorate), CC1=C(C=C(C=C1)N)N (4-methylbenzene-1,3-diamine). The solvent is C(C)(=O)O (acetic acid), O (water). Reaction conditions: time 30 minute. The product is Cl(=O)(=O)(=O)[O-].NC=1/C(/C=C(C(C1)=[NH2+])C)=N/C=1C(N(N(C1C)C)C1=CC=CC=C1)=O ((4E)-5-amino-4-[(1,5-dimethyl-3-oxo-2-phenyl-2,3-dihydro-1H-pyrazol-4-yl)imino]-2-methylcyclohexa-2,5-dien-1-iminium perchlorate). As a reaction SMILES: [CH3:1][N:2]1[C:6]([CH3:7])=[C:5]([N:8]=O)[C:4](=[O:10])[N:3]1[C:11]1[CH:16]=[CH:15][CH:14]=[CH:13][CH:12]=1.[CH3:17][C:18]1[CH:23]=[CH:22][C:21]([NH2:24])=[CH:20][C:19]=1[NH2:25].[Cl:26]([O-:30])(=[O:29])(=[O:28])=[O:27].[Na+]>C(O)(=O)C.O>[Cl:26]([O-:30])(=[O:29])(=[O:28])=[O:27].[NH2:24][C:21]1/[C:22](=[N:8]/[C:5]2[C:4](=[O:10])[N:3]([C:11]3[CH:16]=[CH:15][CH:14]=[CH:13][CH:12]=3)[N:2]([CH3:1])[C:6]=2[CH3:7])/[CH:23]=[C:18]([CH3:17])[C:19](=[NH2+:25])[CH:20]=1 |f:2.3,6.7|. Procedure: 50 mmol of 1,5-dimethyl-4-nitroso-2-phenyl-1,2-dihydro-3H-pyrazol-3-one was dissolved in a solution of 850 ml of acetic acid and 1250 ml of water. This solution was admixed with 50 mmol of 4-methylbenzene-1,3-diamine and stirring was continued for 2 h 30 min. Sodium perchlorate was added to saturation, and the mixture was left to stand for 30 minutes at zero degrees. Starting materials: C, O=C1NCC(COCc2ccccc2)C1c1ccccc1, CO, [Pd]. Yields the product O=C1NCC(CO)C1c1ccccc1. RXN SMILES: [C:24].[CH2:1]([c:2]1[cH:3][cH:4][cH:5][cH:6][cH:7]1)[O:8][CH2:9][CH:10]1[CH:11]([c:16]2[cH:17][cH:18][cH:19][cH:20][cH:21]2)[C:12](=[O:15])[NH:13][CH2:14]1.[CH3:22][OH:23].[Pd:25]>>[OH:8][CH2:9][CH:10]1[CH:11]([c:16]2[cH:17][cH:18][cH:19][cH:20][cH:21]2)[C:12](=[O:15])[NH:13][CH2:14]1. Starting materials: CN(C=O)C (dimethylformamide), C1(CCCCC1)N(C(CCCOC=1C=C2C=CC(NC2=CC1)=O)=O)CCO (N-cyclohexyl-N-(2-hydroxyethyl)-4-(6-carbostyriloxy)butyramide), C=C1CC(=O)O1 (diketene). Run in C(C)N(CC)CC (triethylamine). Reaction conditions: time 1 hour. Product: C(CC(=O)C)(=O)OCCN(C(CCCOC=1C=C2C=CC(NC2=CC1)=O)=O)C1CCCCC1 (N-(2-acetoacetoxyethyl)N-cyclohexyl-4-(6-carbostyriloxy)butyramide). The yield is 69.3%. RXN SMILES: CN(C)C=O.[CH:6]1([N:12]([CH2:30][CH2:31][OH:32])[C:13](=[O:29])[CH2:14][CH2:15][CH2:16][O:17][C:18]2[CH:19]=[C:20]3[C:25](=[CH:26][CH:27]=2)[NH:24][C:23](=[O:28])[CH:22]=[CH:21]3)[CH2:11][CH2:10][CH2:9][CH2:8][CH2:7]1.[CH2:33]=[C:34]1[O:38][C:36](=[O:37])[CH2:35]1>C(N(CC)CC)C>[C:36]([O:32][CH2:31][CH2:30][N:12]([CH:6]1[CH2:11][CH2:10][CH2:9][CH2:8][CH2:7]1)[C:13](=[O:29])[CH2:14][CH2:15][CH2:16][O:17][C:18]1[CH:19]=[C:20]2[C:25](=[CH:26][CH:27]=1)[NH:24][C:23](=[O:28])[CH:22]=[CH:21]2)(=[O:37])[CH2:35][C:34]([CH3:33])=[O:38]. Procedure details: To 100 ml of dimethylformamide, there were added 7.45 g of N-cyclohexyl-N-(2-hydroxyethyl)-4-(6-carbostyriloxy)butyramide and 0.5 ml of triethylamine, then the whole mixture was heated at 80° to 90° C. on an oil bath. Next, 1.8 g of diketene were added dropwise to the reaction mixture, then the mixture was stirred for 1 hour at the same temperature. The reaction mixture was concentrated then was purified by a silica gel column chromatography (eluant: chloroform/methanol=50/1), and the solvent wa...